Dataset: the Open Reaction Database (ORD), a public repository of structured organic reaction records. Task: describe an organic reaction: reactants, conditions, products, and yield The reactants are BrCCCOC=1C=C2CCC(NC2=CC1)=O (6-(3-bromopropoxy)-3,4-dihydro-carbostyril), C1(=CC=CC=C1)S (thiophenol). The product is C1(=CC=CC=C1)SCCCOC=1C=C2CCC(NC2=CC1)=O (6-(3-Phenylmercapto-propoxy)-3,4-dihydro-carbostyril). As a reaction SMILES: Br[CH2:2][CH2:3][CH2:4][O:5][C:6]1[CH:7]=[C:8]2[C:13](=[CH:14][CH:15]=1)[NH:12][C:11](=[O:16])[CH2:10][CH2:9]2.[C:17]1([SH:23])[CH:22]=[CH:21][CH:20]=[CH:19][CH:18]=1>>[C:17]1([S:23][CH2:2][CH2:3][CH2:4][O:5][C:6]2[CH:7]=[C:8]3[C:13](=[CH:14][CH:15]=2)[NH:12][C:11](=[O:16])[CH2:10][CH2:9]3)[CH:22]=[CH:21][CH:20]=[CH:19][CH:18]=1. Procedure details: Prepared analogous to Example 1 from 6-(3-bromopropoxy)-3,4-dihydro-carbostyril (m.p. 111°-118° C.) and thiophenol. Reactants: Cl.CC1=C(C=CC=C1C)C1(CN(CCC1)CC1=CC=CC=C1)O (3-(2,3-dimethylphenyl)-1-(phenylmethyl)-3-piperidinol hydrochloride), Cl (hydrochloric acid). The product is CC1=C(C=CC=C1C)C=1CCCN(C1)CC1=CC=CC=C1 (5-(2,3-dimethylphenyl)-1,2,3,4-tetrahydro-1-(phenylmethyl)pyridine), intermediate 45. The yield is 12.0%. Reaction SMILES: Cl.[CH3:2][C:3]1[C:8]([CH3:9])=[CH:7][CH:6]=[CH:5][C:4]=1[C:10]1(O)[CH2:15][CH2:14][CH2:13][N:12]([CH2:16][C:17]2[CH:22]=[CH:21][CH:20]=[CH:19][CH:18]=2)[CH2:11]1.Cl>>[CH3:2][C:3]1[C:8]([CH3:9])=[CH:7][CH:6]=[CH:5][C:4]=1[C:10]1[CH2:15][CH2:14][CH2:13][N:12]([CH2:16][C:17]2[CH:22]=[CH:21][CH:20]=[CH:19][CH:18]=2)[CH:11]=1 |f:0.1|. Reported procedure: A mixture of 7 parts of 3-(2,3-dimethylphenyl)-1-(phenylmethyl)-3-piperidinol hydrochloride and 200 parts of a hydrochloric acid solution 6 N was stirred and refluxed overnight. The reaction mixture was evaporated. Water was added and the base was liberated with ammonium hydroxide. The product was extracted with trichloromethane. The extract was washed with water, dried, filtered and evaporated. The residue was purified by column chromatography over silica gel using a mixture of trichloromethane... The reactants are NC1=C(C(=O)O)C=C(C=C1)I (2-amino-5-iodobenzoic acid), [OH-].[Na+] (sodium hydroxide), [O-]C#N.[Na+] (sodium cyanate), C(C)(=O)O (acetic acid), [OH-].[Na+] (sodium hydroxide). The solvent is O (water), O1CCOCC1 (dioxane). Conditions: time 18 hour. The product is IC=1C=C2C(=NC(=NC2=CC1)O)O (6-iodo-quinazoline-2,4-diol). RXN SMILES: [NH2:1][C:2]1[CH:10]=[CH:9][C:8]([I:11])=[CH:7][C:3]=1[C:4](O)=[O:5].[OH-].[Na+].[O-:14][C:15]#[N:16].[Na+].C(O)(=O)C>O.O1CCOCC1>[I:11][C:8]1[CH:7]=[C:3]2[C:2](=[CH:10][CH:9]=1)[N:1]=[C:15]([OH:14])[N:16]=[C:4]2[OH:5] |f:1.2,3.4|. Reported procedure: To a solution of commercially available 2-amino-5-iodobenzoic acid (1 g, 3.80 mmol) in water (5 mL) and 2N aqueous sodium hydroxide (1.9 mL, 3.80 mmol), was added sodium cyanate (272 mg, 4.18 mmol). The reaction mixture was then diluted with dioxane (3 mL). The reaction mixture was maintained at approximate pH 6–7 over the course of 3 hours, by the addition of acetic acid (228 μl). The mixture was stirred at room temperature for 18 hours then cooled to 0 C. The pH of the reaction was adjusted to... RXN SMILES: [CH2:1]([C@H:4]1[CH2:8][N:7](C(OC(C)(C)C)=O)[CH2:6][C@@:5]1([NH:20][C:21](=[O:26])[C:22]([F:25])([F:24])[F:23])[C:16]([O:18][CH3:19])=[O:17])[CH:2]=[CH2:3].[F:27][C:28]([F:33])([F:32])[C:29]([OH:31])=[O:30]>C(Cl)Cl>[F:27][C:28]([F:33])([F:32])[C:29]([OH:31])=[O:30].[CH2:1]([C@H:4]1[CH2:8][NH:7][CH2:6][C@@:5]1([NH:20][C:21](=[O:26])[C:22]([F:23])([F:24])[F:25])[C:16]([O:18][CH3:19])=[O:17])[CH:2]=[CH2:3] |f:3.4|. Yields the product FC(C(=O)O)(F)F.C(C=C)[C@@H]1[C@@](CNC1)(C(=O)OC)NC(C(F)(F)F)=O (methyl (3R,4S)-4-allyl-3-[(trifluoroacetyl)amino]pyrrolidine-3-carboxylate trifluoroacetate). Run at time 2 hour. The reactants are C(C=C)[C@@H]1[C@@](CN(C1)C(=O)OC(C)(C)C)(C(=O)OC)NC(C(F)(F)F)=O (1-tert-butyl 3-methyl (3R,4S)-4-allyl-3-[(trifluoroacetyl)amino]pyrrolidine-1,3-dicarboxylate), FC(C(=O)O)(F)F (trifluoroacetic acid). Run in C(Cl)Cl (methylene chloride). Reported procedure: While under nitrogen, a solution of racemic 1-tert-butyl 3-methyl (3R,4S)-4-allyl-3-[(trifluoroacetyl)amino]pyrrolidine-1,3-dicarboxylate (Step 3, 0.207 g, 0.544 mmol) in methylene chloride (11 mL) was treated with trifluoroacetic acid (838 uL, 10.9 mmol). After stirring for 2 h, the mixture was concentrated and dried under high vacuum overnight to give methyl (3R,4S)-4-allyl-3-[(trifluoroacetyl)amino]pyrrolidine-3-carboxylate trifluoroacetate as a faint yellow foam that was used without further... Reactants: Clc1ncc(Br)cn1, C1CCOC1, CC(=O)O, N#CC1=C(C#N)C(=O)C(Cl)=C(Cl)C1=O, Cl, [Li]CCCC, O=C(O)c1cccc2sccc12. Product: O=C(O)c1cccc2sc(-c3nc(Cl)ncc3Br)cc12. As a reaction SMILES: [Br:18][c:19]1[cH:20][n:21][c:22]([Cl:25])[n:23][cH:24]1.[CH2:41]1[O:42][CH2:43][CH2:44][CH2:45]1.[CH3:46][C:47](=[O:48])[OH:49].[Cl:26][C:27]1=[C:38]([Cl:39])[C:36](=[O:37])[C:33]([C:34]#[N:35])=[C:30]([C:31]#[N:32])[C:28]1=[O:29].[ClH:40].[Li:1][CH2:2][CH2:3][CH2:4][CH3:5].[s:6]1[c:7]2[c:8]([cH:9][cH:10]1)[c:11]([C:15](=[O:16])[OH:17])[cH:12][cH:13][cH:14]2>>[s:6]1[c:7]2[c:8]([cH:9][c:10]1-[c:20]1[c:19]([Br:18])[cH:24][n:23][c:22]([Cl:25])[n:21]1)[c:11]([C:15](=[O:16])[OH:17])[cH:12][cH:13][cH:14]2. Starting materials: CCCC[Sn](CCCC)(CCCC)C1=CN=C(S1)NC(=O)OC(C)(C)C (2-(N-BOC)-5-(tributylstannyl)thiazole), [H-].[Na+] (NaH), ICCC (1-iodopropane). Solvent: CN(C)C=O (DMF), O (H2O). Reaction conditions: temperature 60 celsius, time 8 hour. Product: SiO2, C(CC)N(C(OC(C)(C)C)=O)C=1SC(=CN1)[Sn](CCCC)(CCCC)CCCC (Tert-butyl propyl[5-(tributylstannanyl)-1,3-thiazol-2-yl]carbamate). Isolated yield 71.3%. Reaction SMILES: [CH3:1][CH2:2][CH2:3][CH2:4][Sn:5]([C:14]1[S:18][C:17]([NH:19][C:20]([O:22][C:23]([CH3:26])([CH3:25])[CH3:24])=[O:21])=[N:16][CH:15]=1)([CH2:10][CH2:11][CH2:12][CH3:13])[CH2:6][CH2:7][CH2:8][CH3:9].[H-].[Na+].I[CH2:30][CH2:31][CH3:32]>CN(C=O)C.O>[CH2:30]([N:19]([C:17]1[S:18][C:14]([Sn:5]([CH2:6][CH2:7][CH2:8][CH3:9])([CH2:4][CH2:3][CH2:2][CH3:1])[CH2:10][CH2:11][CH2:12][CH3:13])=[CH:15][N:16]=1)[C:20](=[O:21])[O:22][C:23]([CH3:26])([CH3:25])[CH3:24])[CH2:31][CH3:32] |f:1.2|. Procedure details: To a solution of 2-(N-BOC)-5-(tributylstannyl)thiazole (200 mg, 0.409 mmole) in DMF (2 mL) was added NaH (60% dispersion in mineral oil, 20 mg, 0.500 mmole) at RT. After gas evolution had ceased 1-iodopropane (0.048 mL, 0.490 mmole) was added and the mixture was heated to 60° C. After stirring overnight the mixture was cooled to RT, diluted with H2O, and extracted with EtOAc (3×). The combined organic layers were washed with H2O and brine, dried (MgSO4), filtered, and concentrated. Flash column ... Starting materials: 5c, ClC1=C(C(=O)O)C=C(C(=C1)NC)[N+](=O)[O-] (2-chloro-4-methylamino-5-nitro-benzoic acid), FC(CCN)(F)F (3,3,3-trifluoro-propylamine), CN(C)C(=[N+](C)C)ON1C2=C(C=CC=C2)N=N1.[B-](F)(F)(F)F (TBTU), CCN(C(C)C)C(C)C (DIPEA). Solvent: C1CCOC1 (THF). The product is FC(CCNC(C1=C(C=C(C(=C1)[N+](=O)[O-])NC)Cl)=O)(F)F (N-(3,3,3-Trifluoro-propyl)-2-chloro-4-methylamino-5-nitro-benzoic acid amide). Reaction SMILES: [Cl:1][C:2]1[CH:10]=[C:9]([NH:11][CH3:12])[C:8]([N+:13]([O-:15])=[O:14])=[CH:7][C:3]=1[C:4]([OH:6])=O.[F:16][C:17]([F:22])([F:21])[CH2:18][CH2:19][NH2:20].CN(C(ON1N=NC2C=CC=CC1=2)=[N+](C)C)C.[B-](F)(F)(F)F.CCN(C(C)C)C(C)C>C1COCC1>[F:16][C:17]([F:22])([F:21])[CH2:18][CH2:19][NH:20][C:4](=[O:6])[C:3]1[CH:7]=[C:8]([N+:13]([O-:15])=[O:14])[C:9]([NH:11][CH3:12])=[CH:10][C:2]=1[Cl:1] |f:2.3|. Procedure details: The sub-title compound is prepared in analogy to 5c from 2-chloro-4-methylamino-5-nitro-benzoic acid (900 mg, 3.9 mmol), 3,3,3-trifluoro-propylamine (0.58 g, 3.9 mmol), TBTU (1.38 g, 4.2 mmol), DIPEA (2.0 mL, 11.7 mmol) and THF (20 mL).